This data is from the Open Reaction Database (ORD), a public repository of structured organic reaction records. The task is: describe an organic reaction: reactants, conditions, products, and yield Starting materials: FC(C(=O)N1CCC2=C(CC1)C=C(C=C2)C#CCCCCCC)(F)F (2,2,2-Trifluoro-1-(7-(oct-1-ynyl)-1,2,4,5-tetrahydrobenzo-[d]azepin-3-yl)ethanone), C(#CCCCCCC)C=1C=C2C=CNC2=CC1 (5-(oct-1-ynyl)-1H-indole). The product is FC(C(=O)N1CCC2=C(CC1)C=C(C=C2)CCCCCCCC)(F)F (2,2,2-Trifluoro-1-(7-octyl-1,2,4,5-tetrahydrobenzo[d]azepin-3-yl)ethanone). As a reaction SMILES: [F:1][C:2]([F:25])([F:24])[C:3]([N:5]1[CH2:11][CH2:10][C:9]2[CH:12]=[C:13]([C:16]#[C:17][CH2:18][CH2:19][CH2:20][CH2:21][CH2:22][CH3:23])[CH:14]=[CH:15][C:8]=2[CH2:7][CH2:6]1)=[O:4].C(C1C=C2C(=CC=1)NC=C2)#CCCCCCC>>[F:25][C:2]([F:1])([F:24])[C:3]([N:5]1[CH2:11][CH2:10][C:9]2[CH:12]=[C:13]([CH2:16][CH2:17][CH2:18][CH2:19][CH2:20][CH2:21][CH2:22][CH3:23])[CH:14]=[CH:15][C:8]=2[CH2:7][CH2:6]1)=[O:4]. Procedure: When the product of Step C was substituted for 5-(oct-1-ynyl)-1H-indole in Example 3, Step B, the similar process afforded the title compound in 90%, as pale oil. 1H-NMR (CDCl3) 0.87 (tr, 3H, J=6.96 Hz), 1.25-1.28 (m, 10H); 1.4-1.46 (m, 2H); 2.50-2.56 (m, 2H); 2.90-2.95 (m, 4H); 3.64-3.66 (m, 2H); 3.73-3.75 (m, 2H); 6.81-7.07 (m, 3H). The reactants are [C-]#N, O=C(Cl)c1ccc(Cl)cc1. Product: N#CC(=O)c1ccc(Cl)cc1. Reaction SMILES: [C-:11]#[N:12].[Cl:1][C:2](=[O:3])[c:4]1[cH:5][cH:6][c:7]([Cl:8])[cH:9][cH:10]1>>[C:2](=[O:3])([c:4]1[cH:5][cH:6][c:7]([Cl:8])[cH:9][cH:10]1)[C:11]#[N:12]. Starting materials: ONC(=O)C1=CC=C2C(NC(=NC2=C1)CNC1CCN(CC1)C(=O)OC(C)(C)C)=O (tert-butyl 4-[({7-[(hydroxyamino)carbonyl]-4-oxo-3,4-dihydroquinazolin-2-yl}methyl)amino]piperidine-1-carboxylate), 1-56, Cl (hydrochloric acid), O1CCOCC1 (1,4-dioxane). The solvent is C(Cl)Cl (methylene chloride). Conditions: time 2 hour. Yields the product ONC(=O)C1=CC=C2C(NC(=NC2=C1)CNC1CCNCC1)=O (N-hydroxy-4-oxo-2-[(piperidin-4-ylamino)methyl]-3,4-dihydroquinazoline-7-carboxamide). RXN SMILES: [OH:1][NH:2][C:3]([C:5]1[CH:14]=[C:13]2[C:8]([C:9](=[O:30])[NH:10][C:11]([CH2:15][NH:16][CH:17]3[CH2:22][CH2:21][N:20](C(OC(C)(C)C)=O)[CH2:19][CH2:18]3)=[N:12]2)=[CH:7][CH:6]=1)=[O:4].Cl.O1CCOCC1>C(Cl)Cl>[OH:1][NH:2][C:3]([C:5]1[CH:14]=[C:13]2[C:8]([C:9](=[O:30])[NH:10][C:11]([CH2:15][NH:16][CH:17]3[CH2:18][CH2:19][NH:20][CH2:21][CH2:22]3)=[N:12]2)=[CH:7][CH:6]=1)=[O:4]. Procedure details: To a solution of tert-butyl 4-[({7-[(hydroxyamino)carbonyl]-4-oxo-3,4-dihydroquinazolin-2-yl}methyl)amino]piperidine-1-carboxylate, 1-56 (98 mg, 0.23 mmol) in methylene chloride (3.2 mL) was added 4.0 M hydrochloric acid in 1,4-dioxane (3.2 mL, 12.8 mmol). The reaction mixture was stirred at rt for 2 h. The solid was filtered and washed with DCM to afford N-hydroxy-4-oxo-2-[(piperidin-4-ylamino)methyl]-3,4-dihydroquinazoline-7-carboxamide.2[HCl] (44 mg, 48%). LC-MS: (FA) ES+ 318; 1H NMR (300 MHz... Run at temperature 80 celsius. RXN SMILES: O=[C:2]([CH2:8][CH3:9])[CH2:3][C:4]([O:6][CH3:7])=[O:5].[NH3:10]>C(O)C>[NH2:10][C:2]([CH2:8][CH3:9])=[CH:3][C:4]([O:6][CH3:7])=[O:5]. Procedure details: Methyl 3-oxopentanoate (10 g, 77 mmol) was treated with 2M ammonia in ethanol (200 mL), heated at 80° C. in a sealed tube for 16 hours and concentrated to dryness to provide the title compound. Run in C(C)O (ethanol). Starting materials: O=C(CC(=O)OC)CC (Methyl 3-oxopentanoate), N (ammonia). The product is NC(=CC(=O)OC)CC (methyl 3-amino-2-pentenoate). Reactants: 200, C1(=CC=CC=C1)C[SiH](Cl)Cl (phenylmethyldichlorosilane), [Mg] (magnesium), O1CCCC1 (tetrahydrofuran), 25, BrCCCCBr (1,4-dibromobutane), O1CCCC1 (tetrahydrofuran). Yields the product 20, C1(=CC=CC=C1)[Si]1(CCCC1)Cl (1-phenyl-1-chlorosilacyclopentane). Reaction SMILES: Br[CH2:2][CH2:3][CH2:4][CH2:5]Br.[C:7]1([CH2:13][SiH:14]([Cl:16])Cl)[CH:12]=[CH:11]C=CC=1.[Mg].O1CC[CH2:20][CH2:19]1>>[C:2]1([Si:14]2([Cl:16])[CH2:11][CH2:12][CH2:7][CH2:13]2)[CH:20]=[CH:19][CH:5]=[CH:4][CH:3]=1. Procedure: A mixture of 25 parts of 1,4-dibromobutane and 50 parts of tetrahydrofuran was added dropwise over a period of 2 hours to a mixture of 200 parts of tetrahydrofuran, 80 parts phenylmethyldichlorosilane, and 25 parts of magnesium turnings. The reaction solution was heated under reflux for 1 hour, and the magnesium salt was then removed by filtration. Vacuum distillation of the filtrate subsequently yielded 20 parts 1-phenyl-1-chlorosilacyclopentane. Reactants: C(C1=CC=CC=C1)N1C(CC1)C(=O)OC (methyl N-benzylazetidine-2-carboxylate), C(=O)([O-])[O-].[K+].[K+] (K2CO3), C(C1=CC=CC=C1)O (benzyl alcohol), OS(=O)(=O)O (H2SO4). Run in C(C)#N (acetonitrile), C(C)#N (acetonitrile). Reaction conditions: temperature 20 celsius. The product is C(C1=CC=CC=C1)N1C(CC1)C(=O)OCC1=CC=CC=C1 (Benzyl N-benzylazetidine-2-carboxylate). The yield is 87.0%. RXN SMILES: [CH2:1]([N:8]1[CH2:11][CH2:10][CH:9]1[C:12]([O:14][CH3:15])=[O:13])[C:2]1[CH:7]=[CH:6][CH:5]=[CH:4][CH:3]=1.C([O-])([O-])=O.[K+].[K+].C(O)[C:23]1[CH:28]=[CH:27][CH:26]=[CH:25][CH:24]=1.OS(O)(=O)=O>C(#N)C>[CH2:1]([N:8]1[CH2:11][CH2:10][CH:9]1[C:12]([O:14][CH2:15][C:23]1[CH:28]=[CH:27][CH:26]=[CH:25][CH:24]=1)=[O:13])[C:2]1[CH:3]=[CH:4][CH:5]=[CH:6][CH:7]=1 |f:1.2.3|. Reported procedure: To 68.3 g of methyl N-benzylazetidine-2-carboxylate (see Example 4 above; purity 89.8 area % ), acetonitrile (127 mL), K2CO3(s) (23.3 g) and benzyl alcohol (75.6 g) were added. The stirred reaction slurry was heated to between 75 and 80° C., and a modest vacuum (p>700 mbar) was applied. Methanol and acetonitrile were distilled off and, as the reaction slurry became highly concentrated, more acetonitrile was added and the distillation was continued. This procedure was repeated until a conversion ... The reactants are ClC1=C(C=C(C=C1)C(CC(=O)OC)C1C(C1)(F)F)NC([C@@H]([C@H](C(F)(F)F)C)C1=CC=C(C=C1)Cl)=O (Methyl 3-(4-chloro-3-{[(2S,3R)-2-(4-chlorophenyl)-4,4,4-trifluoro-3-methylbutanoyl]amino}-phenyl)-3-(2,2-difluorocyclopropyl)propanoate), O.[OH-].[Li+] (lithium hydroxide monohydrate), Cl (hydrochloric acid). Run in O1CCOCC1 (dioxane), O (water), O (water). Run at time 8 hour. Product: ClC1=C(C=C(C=C1)C(CC(=O)O)C1C(C1)(F)F)NC(C([C@H](C(F)(F)F)C)C1=CC=C(C=C1)Cl)=O (3-(4-Chloro-3-{[(3R)-2-(4-chlorophenyl)-4,4,4-trifluoro-3-methylbutanoyl]amino}phenyl)-3-(2,2-difluorocyclopropyl)propanoic acid). Reaction SMILES: [Cl:1][C:2]1[CH:7]=[CH:6][C:5]([CH:8]([CH:14]2[CH2:16][C:15]2([F:18])[F:17])[CH2:9][C:10]([O:12]C)=[O:11])=[CH:4][C:3]=1[NH:19][C:20](=[O:35])[C@H:21]([C:28]1[CH:33]=[CH:32][C:31]([Cl:34])=[CH:30][CH:29]=1)[C@@H:22]([CH3:27])[C:23]([F:26])([F:25])[F:24].O.[OH-].[Li+].Cl>O1CCOCC1.O>[Cl:1][C:2]1[CH:7]=[CH:6][C:5]([CH:8]([CH:14]2[CH2:16][C:15]2([F:17])[F:18])[CH2:9][C:10]([OH:12])=[O:11])=[CH:4][C:3]=1[NH:19][C:20](=[O:35])[CH:21]([C:28]1[CH:33]=[CH:32][C:31]([Cl:34])=[CH:30][CH:29]=1)[C@@H:22]([CH3:27])[C:23]([F:24])([F:25])[F:26] |f:1.2.3|. Reported procedure: 114 mg (0.21 mmol) of methyl 3-(4-chloro-3-{[(2S,3R)-2-(4-chlorophenyl)-4,4,4-trifluoro-3-methylbutanoyl]amino}phenyl)-3-(2,2-difluorocyclopropyl)propanoate (isomer 1; Example 124A) were dissolved in a mixture of 2 ml of dioxane and 1 ml of water, and 27 mg (0.64 mmol) of lithium hydroxide monohydrate were added. The mixture was stirred at RT overnight. The solution was then diluted with water and acidified with 1 N hydrochloric acid (pH about 2). The precipitated solid was filtered off with suc...